describe an organic reaction: reactants, conditions, products, and yield From a dataset of the Open Reaction Database (ORD), a public repository of structured organic reaction records. The reactants are crude product, C(C)(C)(C)OC(NC1=C(C=C(C(=C1)C)Cl)N)=O ((2-amino-4-chloro-5-methyl-phenyl)-carbamic acid tert-butyl ester), C(C)(C)(C)OC(CC(C1=CC(=CC=C1)C1=NC=NC=C1)=O)=O (3-oxo-3-(3-pyrimidin-4-yl-phenyl)-propionic acid tert-butyl ester). Product: ClC=1C(=CC2=C(NC(CC(=N2)C2=CC(=CC=C2)C2=NC=NC=C2)=O)C1)C (8-Chloro-7-methyl-4-(3-pyrimidin-4-yl-phenyl)-1,3-dihydro-benzo[b][1,4]diazepin-2-one), solid. As a reaction SMILES: C(OC(=O)[NH:7][C:8]1[CH:13]=[C:12]([CH3:14])[C:11]([Cl:15])=[CH:10][C:9]=1[NH2:16])(C)(C)C.C(O[C:23](=[O:39])[CH2:24][C:25](=O)[C:26]1[CH:31]=[CH:30][CH:29]=[C:28]([C:32]2[CH:37]=[CH:36][N:35]=[CH:34][N:33]=2)[CH:27]=1)(C)(C)C>>[Cl:15][C:11]1[C:12]([CH3:14])=[CH:13][C:8]2[N:7]=[C:25]([C:26]3[CH:31]=[CH:30][CH:29]=[C:28]([C:32]4[CH:37]=[CH:36][N:35]=[CH:34][N:33]=4)[CH:27]=3)[CH2:24][C:23](=[O:39])[NH:16][C:9]=2[CH:10]=1. Reported procedure: The title compound was prepared from (2-amino-4-chloro-5-methyl-phenyl)-carbamic acid tert-butyl ester (Example J22) (128 mg, 0.5 mmol) and 3-oxo-3-(3-pyrimidin-4-yl-phenyl)-propionic acid tert-butyl ester (Example K43) (179 mg, 0.6 mmol) according to the general procedure M and subsequent treatment of the crude product according to the general procedure N. Obtained as a light yellow solid (115 mg). The reactants are OC=1C=C2C=CC(=CC2=CC1)C(=O)O (6-hydroxy-2-naphthoic acid), CO (methanol). Product: OC=1C=C2C=CC(=CC2=CC1)C(=O)OC (methyl 6-hydroxy-2-naphthoate). Reagents/catalysts: Cl (HCl). Procedure: To 6-hydroxy-2-naphthoic acid (Lancaster®) was added methanol and several drops of concentrated HCl. This mixture was refluxed overnight, the solvent was evaporated, and the residue was dissolved in methylene chloride. The resulting solution was washed with saturated NaHCO3 solution, dried over sodium sulfate and evaporated to give crude methyl 6-hydroxy-2-naphthoate of sufficient purity for the next step. Reaction SMILES: [OH:1][C:2]1[CH:3]=[C:4]2[C:9](=[CH:10][CH:11]=1)[CH:8]=[C:7]([C:12]([OH:14])=[O:13])[CH:6]=[CH:5]2.[CH3:15]O>Cl>[OH:1][C:2]1[CH:3]=[C:4]2[C:9](=[CH:10][CH:11]=1)[CH:8]=[C:7]([C:12]([O:14][CH3:15])=[O:13])[CH:6]=[CH:5]2. The reactants are N1=C(C=CC=C1)CC=1C(NC(=NC1)SC)=O (5-(2-pyridylmethyl)-2-methylthio-4-pyrimidone), CC1=C(N=CN1)CSCCN (2-(5-methyl-4-imidazolylmethylthio)-ethylamine). Yields the product CC1=C(N=CN1)CSCCNC1=NC=C(C(N1)=O)CC1=NC=CC=C1 (2-[2-(5-methyl-4- imidazolylmethylthio)ethylamino]-5-(2-pyridylmethyl)-4-pyrimidone). RXN SMILES: [N:1]1[CH:6]=[CH:5][CH:4]=[CH:3][C:2]=1[CH2:7][C:8]1[C:9](=[O:16])[NH:10][C:11](SC)=[N:12][CH:13]=1.[CH3:17][C:18]1[NH:22][CH:21]=[N:20][C:19]=1[CH2:23][S:24][CH2:25][CH2:26][NH2:27]>>[CH3:17][C:18]1[NH:22][CH:21]=[N:20][C:19]=1[CH2:23][S:24][CH2:25][CH2:26][NH:27][C:11]1[NH:10][C:9](=[O:16])[C:8]([CH2:7][C:2]2[CH:3]=[CH:4][CH:5]=[CH:6][N:1]=2)=[CH:13][N:12]=1. Reported procedure: An intimate mixture of 5-(2-pyridylmethyl)-2-methylthio-4-pyrimidone (4.7 g) and 2-(5-methyl-4-imidazolylmethylthio)-ethylamine (3.4 g) was heated at 130°-135° for 7 hours. The cooled residue was triturated with hot water to give 2-[2-(5-methyl-4- imidazolylmethylthio)ethylamino]-5-(2-pyridylmethyl)-4-pyrimidone and this product was treated with dilute ethanolic HCl to give the title compound m.p. 207°-210° (aqueous ethanol)